This data is from the Open Reaction Database (ORD), a public repository of structured organic reaction records. The task is: describe an organic reaction: reactants, conditions, products, and yield Reactants: C(=O)(OC(C)(C)C)N[C@@H](CC1=CC=C(C=C1)O)C(=O)N[C@H](CCSC)C(=O)NCC(=O)N[C@@H](CC1=CC=CC=C1)C(=O)C1C2(CC3CC(CC1(C3)N)C2)C(=O)N (Boc-L-tyrosyl-D-methionyl-glycyl-L-phenylalanyl-3-amino-1-adamantanecarboxamide), solution, Cl (hydrogen chloride). Solvent: C(C)(=O)O (acetic acid), O1CCOCC1 (dioxane). Run at time 20 minute. Yields the product Cl.N[C@@H](CC1=CC=C(C=C1)O)C(=O)N[C@H](CCSC)C(=O)NCC(=O)N[C@@H](CC1=CC=CC=C1)C(=O)C1C2(CC3CC(CC1(C3)N)C2)C(=O)N (L-tyrosyl-D-methionyl-glycyl-L-phenylalanyl-3-amino-1-adamantanecarboxamide hydrochloride). Reaction SMILES: C([NH:8][C@H:9]([C:18]([NH:20][C@@H:21]([C:26]([NH:28][CH2:29][C:30]([NH:32][C@H:33]([C:41]([CH:43]1[C:50]2([NH2:52])[CH2:51][CH:46]3[CH2:47][CH:48]([CH2:53][C:44]1([C:54]([NH2:56])=[O:55])[CH2:45]3)[CH2:49]2)=[O:42])[CH2:34][C:35]1[CH:40]=[CH:39][CH:38]=[CH:37][CH:36]=1)=[O:31])=[O:27])[CH2:22][CH2:23][S:24][CH3:25])=[O:19])[CH2:10][C:11]1[CH:16]=[CH:15][C:14]([OH:17])=[CH:13][CH:12]=1)(OC(C)(C)C)=O.[ClH:57]>C(O)(=O)C.O1CCOCC1>[ClH:57].[NH2:8][C@H:9]([C:18]([NH:20][C@@H:21]([C:26]([NH:28][CH2:29][C:30]([NH:32][C@H:33]([C:41]([CH:43]1[C:50]2([NH2:52])[CH2:51][CH:46]3[CH2:47][CH:48]([CH2:53][C:44]1([C:54]([NH2:56])=[O:55])[CH2:45]3)[CH2:49]2)=[O:42])[CH2:34][C:35]1[CH:40]=[CH:39][CH:38]=[CH:37][CH:36]=1)=[O:31])=[O:27])[CH2:22][CH2:23][S:24][CH3:25])=[O:19])[CH2:10][C:11]1[CH:12]=[CH:13][C:14]([OH:17])=[CH:15][CH:16]=1 |f:4.5|. Procedure: To a solution of 1.0 g of Boc-L-tyrosyl-D-methionyl-glycyl-L-phenylalanyl-3-amino-1-adamantanecarboxamide in 5.0 ml of glacial acetic acid is added 5.0 ml of a 6 N solution of hydrogen chloride in dioxane. The reaction mixture is stirred for 20 minutes at room temperature. The solvent is removed under reduced pressure, and the residue is dissolved in 125 ml of water. The solution is lyophilized to give L-tyrosyl-D-methionyl-glycyl-L-phenylalanyl-3-amino-1-adamantanecarboxamide hydrochloride whic... Reactants: CC1=NNC2=NC=CC=C21 (3-Methyl-pyrazolo[3,4-b]pyridine), [N+](=O)(O)[O-] (nitric acid), S(O)(O)(=O)=O (sulfuric acid), resultant mixture, C([O-])(O)=O.[Na+] (sodium bicarbonate), resultant solution. Product: CC1=NNC2=NC=C(C=C21)[N+](=O)[O-] (3-methyl-5-nitro-pyrazolo[3,4-b]pyridine). As a reaction SMILES: [CH3:1][C:2]1[C:10]2[C:5](=[N:6][CH:7]=[CH:8][CH:9]=2)[NH:4][N:3]=1.[N+:11]([O-])([OH:13])=[O:12].S(=O)(=O)(O)O.C(=O)(O)[O-].[Na+]>>[CH3:1][C:2]1[C:10]2[C:5](=[N:6][CH:7]=[C:8]([N+:11]([O-:13])=[O:12])[CH:9]=2)[NH:4][N:3]=1 |f:3.4|. Reported procedure: 3-Methyl-pyrazolo[3,4-b]pyridine (1 mmol, 1 eq.) was suspended into a mixture of 1:1 fuming nitric acid and concentrated sulfuric acid (1 mL:1 mL), and the resultant mixture was heated at 90° C. for 30 minutes. The reaction mixture was then cooled to rt, and poured into a mixture of sodium bicarbonate and ice. The resultant solution was warmed up to rt and extracted with 300 mL of EtOAc. The organic extract was separated, washed with brine, dried over sodium sulfate, filtered, and concentrated i... The product is CC[Si](CC)(CC)OC1CCC(N2CCC3(CCCN(C(=O)OCc4ccccc4)C3)C2=O)CC1. Reaction SMILES: [CH3:29][N:30]([CH3:31])[CH:32]=[O:33].[Cl:39][Si:40]([CH2:41][CH3:42])([CH2:43][CH3:44])[CH2:45][CH3:46].[OH:1][CH:2]1[CH2:3][CH2:4][CH:5]([N:8]2[C:9](=[O:28])[C:10]3([CH2:11][CH2:12]2)[CH2:13][N:14]([C:18](=[O:19])[O:20][CH2:21][c:22]2[cH:23][cH:24][cH:25][cH:26][cH:27]2)[CH2:15][CH2:16][CH2:17]3)[CH2:6][CH2:7]1.[nH:34]1[cH:35][cH:36][n:37][cH:38]1>>[O:1]([CH:2]1[CH2:3][CH2:4][CH:5]([N:8]2[C:9](=[O:28])[C:10]3([CH2:11][CH2:12]2)[CH2:13][N:14]([C:18](=[O:19])[O:20][CH2:21][c:22]2[cH:23][cH:24][cH:25][cH:26][cH:27]2)[CH2:15][CH2:16][CH2:17]3)[CH2:6][CH2:7]1)[Si:40]([CH2:41][CH3:42])([CH2:43][CH3:44])[CH2:45][CH3:46]. The reactants are CN(C)C=O, CC[Si](Cl)(CC)CC, O=C(OCc1ccccc1)N1CCCC2(CCN(C3CCC(O)CC3)C2=O)C1, c1c[nH]cn1. The reactants are ice water, [N-]=[N+]=[N-].[Na+] (Sodium azide), COC1=C(C(=O)OC)C=C(C=C1)N (2-methoxy-5-amino benzoic acid, methyl ester), C(OCC)(OCC)OCC (triethyl orthoformate), N(=O)[O-].[Na+] (sodium nitrite). Run in C(C)(=O)O (acetic acid), CN(C=O)C (dimethylformamide), O (water), O (water). Reaction conditions: time 30 minute. Yields the product COC1=C(C(=O)OC)C=C(C=C1)N1N=NN=C1 (2-Methoxy-5(-tetrazol-1-yl) benzoic acid, methyl ester). RXN SMILES: [N-:1]=[N+:2]=[N-:3].[Na+].[CH3:5][O:6][C:7]1[CH:16]=[CH:15][C:14]([NH2:17])=[CH:13][C:8]=1[C:9]([O:11][CH3:12])=[O:10].[CH:18](OCC)(OCC)OCC.N([O-])=O.[Na+]>C(O)(=O)C.CN(C)C=O.O>[CH3:5][O:6][C:7]1[CH:16]=[CH:15][C:14]([N:17]2[CH:18]=[N:3][N:2]=[N:1]2)=[CH:13][C:8]=1[C:9]([O:11][CH3:12])=[O:10] |f:0.1,4.5|. Procedure details: Sodium azide (0.54 g) was added to a stirred solution of 2-methoxy-5-amino benzoic acid, methyl ester (1 g ) and triethyl orthoformate (1.38 ml) in glacial acetic acid (8 ml) and dimethylformamide (2 ml). The mixture was heated to 79°-80°. After 11/4 h the solution was allowed to cool (ice-water bath) and a solution of sodium nitrite (0.57 g) in water (10 ml) was added slowly. After stirring for 30 min, water (40 ml) was added. After 2 h, the mixture was filtered. The residual white solid was wa... The reactants are CC(C)(C)C(=O)C#N, CC(=O)OC(C)=O, O, O=S(=O)(O)O. Product: CC(=O)NC(=O)C(=O)C(C)(C)C. RXN SMILES: [C:8]([C:9]([CH3:10])([CH3:11])[CH3:12])(=[O:13])[C:14]#[N:15].[CH3:1][C:2](=[O:3])[O:4][C:5](=[O:6])[CH3:7].[OH2:21].[S:16]([OH:17])(=[O:18])(=[O:19])[OH:20]>>[CH3:1][C:2](=[O:3])[NH:15][C:14]([C:8]([C:9]([CH3:10])([CH3:11])[CH3:12])=[O:13])=[O:17]. Starting materials: ClC=1C=NC(NC1)=O (5-chloropyrimid-2-one), ClCC(CO)O (3-chloro-1,2-propanediol). The solvent is C(C)O (ethanol). The product is OC(CN1C(N=CC(=C1)Cl)=O)CO (1-(2,3-Dihydroxypropyl)-5-chloropyrimid-2-one). Isolated yield 32.0%. RXN SMILES: [Cl:1][C:2]1[CH:3]=[N:4][C:5](=[O:8])[NH:6][CH:7]=1.Cl[CH2:10][CH:11]([OH:14])[CH2:12][OH:13]>C(O)C>[OH:14][CH:11]([CH2:12][OH:13])[CH2:10][N:4]1[CH:3]=[C:2]([Cl:1])[CH:7]=[N:6][C:5]1=[O:8]. Procedure details: A solution prepared from 5-chloropyrimid-2-one (0.02 mol) potassium hydroxide (0.02 mol), and 3-chloro-1,2-propanediol (0.02 mol) in abs. ethanol (160 ml) was heated under reflux until neutral pH. The warm reaction mixture was filtered before concentration to a small volume at reduced pressure. The syrupy precipitate was partially crystallised on standing in the cold. The oily material was removed from the crystalline material by suction on a filter and the crystalline material recrystallised fr... The solvent is C(Cl)Cl (methylene chloride), CCOCC (ether). Run at time 3 hour. The product is C(C1=CC=CC=C1)(=O)N1CCN(CC1)CC(C)C1=CC2=CC=C(C=C2C=C1)OC (2-[2-(4-Benzoylpiperazino)-1-methylethyl]-6-methoxynaphthalene). Reported procedure: Benzoyl chloride (0.58 ml, 5 mmols) is added, at 0° C., to a solution of 2-(2-piperazino-1-methylethyl)-6-methoxynaphthalene (1.42 g, 5 mmols) and N-ethylmorpholine (0.65 ml, 5 mmols) in 15 ml of methylene chloride. The mixture is allowed to return to ambient temperature and stirred for 3 hours. The reaction medium is washed with water and dried over sodium sulphate. Concentration of the mixture yields an oily residue which dissolves in ether and crystallises. The compound is recrystallised from... Starting materials: C(C1=CC=CC=C1)(=O)Cl (Benzoyl chloride), N1(CCNCC1)CC(C)C1=CC2=CC=C(C=C2C=C1)OC (2-(2-piperazino-1-methylethyl)-6-methoxynaphthalene), C(C)N1CCOCC1 (N-ethylmorpholine). RXN SMILES: [C:1](Cl)(=[O:8])[C:2]1[CH:7]=[CH:6][CH:5]=[CH:4][CH:3]=1.[N:10]1([CH2:16][CH:17]([C:19]2[CH:28]=[CH:27][C:26]3[C:21](=[CH:22][CH:23]=[C:24]([O:29][CH3:30])[CH:25]=3)[CH:20]=2)[CH3:18])[CH2:15][CH2:14][NH:13][CH2:12][CH2:11]1.C(N1CCOCC1)C>C(Cl)Cl.CCOCC>[C:1]([N:13]1[CH2:12][CH2:11][N:10]([CH2:16][CH:17]([C:19]2[CH:28]=[CH:27][C:26]3[C:21](=[CH:22][CH:23]=[C:24]([O:29][CH3:30])[CH:25]=3)[CH:20]=2)[CH3:18])[CH2:15][CH2:14]1)(=[O:8])[C:2]1[CH:7]=[CH:6][CH:5]=[CH:4][CH:3]=1. Reactants: C(C)(C)(C)OC(=O)N1C[C@H]2CC3=CC=C(N=C3N2[C@@H](C1)C)CO ((4R,9aR)-6-Hydroxymethyl-4-methyl-3,4,9,9a-tetrahydro-1H-2,4a,5-triaza-fluorene-2-carboxylic acid tert-butyl ester), BrN1C(CCC1=O)=O (N-bromosuccinimide). The solvent is O1CCCC1 (tetrahydrofuran). Product: C(C)(C)(C)OC(=O)N1C[C@H]2CC3=CC(=C(N=C3N2[C@@H](C1)C)CO)Br ((4R,9aR)-7-Bromo-6-hydroxymethyl-4-methyl-3,4,9,9a-tetrahydro-1H-2,4a,5-triaza-fluorene-2-carboxylic acid tert-butyl ester). The yield is 93.4%. RXN SMILES: [C:1]([O:5][C:6]([N:8]1[CH2:20][C@@H:19]([CH3:21])[N:18]2[C@H:10]([CH2:11][C:12]3[C:17]2=[N:16][C:15]([CH2:22][OH:23])=[CH:14][CH:13]=3)[CH2:9]1)=[O:7])([CH3:4])([CH3:3])[CH3:2].[Br:24]N1C(=O)CCC1=O>O1CCCC1>[C:1]([O:5][C:6]([N:8]1[CH2:20][C@@H:19]([CH3:21])[N:18]2[C@H:10]([CH2:11][C:12]3[C:17]2=[N:16][C:15]([CH2:22][OH:23])=[C:14]([Br:24])[CH:13]=3)[CH2:9]1)=[O:7])([CH3:2])([CH3:4])[CH3:3]. Procedure: To a solution of 5.00 g (4R,9aR)-6-Hydroxymethyl-4-methyl-3,4,9,9a-tetrahydro-1H-2,4a,5-triaza-fluorene-2-carboxylic acid tert-butyl ester in 50 ml tetrahydrofuran was added at 0°° C. 2.75 g N-bromosuccinimide at once and the mixture was stirred at 0° C. for 1 h. The reaction mixture was partitioned between 10% sodium thiosulfate and ethyl acetate. The phases were separated and the organic phase was washed with 10% sodium bicarbonate and brine dried over magnesium sulfate and evaporated. The res... Starting materials: aryl chloride, C(C)(C)(C)Cl (t-butyl chloride), ClC1=CC=C(C=C1)[Si](OCC)(OCC)OCC (4-chlorophenyl triethoxysilane), O1CCCC1 (tetrahydrofuran), [Li] (lithium), O1CCCC1 (tetrahydrofuran), [Li] (lithium), C1(=CC=CC=C1)P(C1=CC=CC=C1)C1=CC=CC=C1 (triphenylphosphine), O1CCCC1 (tetrahydrofuran). Product: C1(=CC=CC=C1)P(=O)(C1=CC=C(C=C1)[Si](OCC)(OCC)OCC)C1=CC=CC=C1 (4-(diphenylphosphinyl)phenyl triethoxysilane). The yield is 15.0%. Reaction SMILES: [Li].[C:2]1([P:8]([C:15]2[CH:20]=[CH:19][CH:18]=[CH:17][CH:16]=2)[C:9]2[CH:14]=[CH:13][CH:12]=[CH:11][CH:10]=2)[CH:7]=[CH:6][CH:5]=[CH:4][CH:3]=1.C(Cl)(C)(C)C.ClC1C=CC([Si:33]([O:40][CH2:41][CH3:42])([O:37][CH2:38][CH3:39])[O:34][CH2:35][CH3:36])=CC=1.[O:43]1CCCC1>>[C:15]1([P:8]([C:2]2[CH:3]=[CH:4][CH:5]=[CH:6][CH:7]=2)([C:9]2[CH:14]=[CH:13][C:12]([Si:33]([O:40][CH2:41][CH3:42])([O:37][CH2:38][CH3:39])[O:34][CH2:35][CH3:36])=[CH:11][CH:10]=2)=[O:43])[CH:16]=[CH:17][CH:18]=[CH:19][CH:20]=1 |^1:0|. Procedure details: To a suspension of lithium (2.1 g, 0.3 g atom) in 150 ml of anhydrous tetrahydrofuran held under nitrogen, a solution of triphenylphosphine (26.2 g, 0.1 ml) in 150 ml dry tetrahydrofuran is added in a period of 1/2 hour. The temperature rises from 25° C to 55° C. The solution turns blood-red and nearly all of the lithium dissolves in 3 hours. To this solution t-butyl chloride (9.3 g, 0.1 mol) is added to destroy the phenyl lithium. The solution is filtered, and to it 4-chlorophenyl triethoxysila... The reactants are BrC1=CC(=C(N)C=C1)[N+](=O)[O-].BrC1=CC=C(N)C=C1 (4-bromo-2-nitroaniline 4-bromoaniline), C(C)(=O)OC(C)=O (acetic anhydride). The solvent is [N+](=O)(O)[O-] (nitric acid). Run at temperature 65 celsius, time 1 hour. Product: CC(=O)NC1=C(C=C(C=C1)Br)[N+](=O)[O-] (4-bromo-2-nitroacetanilide). Reaction SMILES: [Br:1][C:2]1[CH:8]=[CH:7][C:5]([NH2:6])=[C:4]([N+:9]([O-:11])=[O:10])[CH:3]=1.BrC1C=CC(N)=CC=1.[C:20](OC(=O)C)(=[O:22])[CH3:21]>[N+]([O-])(O)=O>[CH3:21][C:20]([NH:6][C:5]1[CH:7]=[CH:8][C:2]([Br:1])=[CH:3][C:4]=1[N+:9]([O-:11])=[O:10])=[O:22] |f:0.1|. Procedure details: Preparation of 4-bromo-2-nitroaniline-4-bromoaniline (51.6 grams) and acetic anhydride (210 ml) were mixed under strong agitation. The temperature is raised to 65° C. in 10 minutes and slowly decreased to room temperature in one hour. An ice bath is used to maintain the temperature between 15°-20° C. and nitric acid (density 1.42, 30 ml) was added drop by drop in one hour. A yellow 4-bromo-2-nitroacetanilide was isolated by pouring the acetic anhydride solution into ice water followed by filtrat...